Dataset: the Open Reaction Database (ORD), a public repository of structured organic reaction records. Task: describe an organic reaction: reactants, conditions, products, and yield The product is C(C)(C)OC1=CC2=C(SC(O2)=O)C=C1 (6-Isopropoxy-1,3-benzoxathiol-2-one). Reaction SMILES: C(=O)([O-])[O-].[K+].[K+].[CH:7](I)([CH3:9])[CH3:8].[OH:11][C:12]1[CH:21]=[CH:20][C:15]2[S:16][C:17](=[O:19])[O:18][C:14]=2[CH:13]=1.O>CN(C)C=O>[CH:7]([O:11][C:12]1[CH:21]=[CH:20][C:15]2[S:16][C:17](=[O:19])[O:18][C:14]=2[CH:13]=1)([CH3:9])[CH3:8] |f:0.1.2|. Conditions: time 4 hour. Procedure: Potassium carbonate (829 mg) and isopropyl iodide (300 μL) were added to a solution of 6-hydroxy-1,3-benzoxathiol-2-one (504 mg) in N,N-dimethylformamide (15 mL) to form a reaction solution. This reaction solution was stirred for 4 hours at normal temperature, and then for 8 hours at 40° C. Water was added to the reaction solution, and the reaction solution was extracted with ethyl acetate. The extract was washed with water and saturated brine in that order, and then dried over anhydrous sodium ... The reactants are O (Water), C([O-])([O-])=O.[K+].[K+] (Potassium carbonate), C(C)(C)I (isopropyl iodide), OC1=CC2=C(SC(O2)=O)C=C1 (6-hydroxy-1,3-benzoxathiol-2-one). Run in CN(C=O)C (N,N-dimethylformamide).